Dataset: the Open Reaction Database (ORD), a public repository of structured organic reaction records. Task: describe an organic reaction: reactants, conditions, products, and yield The reactants are CC1=NN(C(=C1)N)C1=CC=CC=C1 (3-methyl-1-phenyl-1H-pyrazol-5-amine), BrC1=CC=C(C=C1)C(CC(=O)OCC)=O (ethyl 3-(4-bromophenyl)-3-oxopropanoate). Run in ice water, C(C)(=O)OCC (ethyl acetate), polyphosphoric acid. Run at temperature 130 celsius, time 8 hour. Product: BrC1=CC=C(C=C1)C1=CC(C2=C(N1)N(N=C2C)C2=CC=CC=C2)=O (6-(4-bromophenyl)-3-methyl-1-phenyl-1H-pyrazolo[3,4-b]pyridin-4(7H)-one). As a reaction SMILES: [CH3:1][C:2]1[CH:6]=[C:5]([NH2:7])[N:4]([C:8]2[CH:13]=[CH:12][CH:11]=[CH:10][CH:9]=2)[N:3]=1.[Br:14][C:15]1[CH:20]=[CH:19][C:18]([C:21](=O)[CH2:22][C:23](OCC)=[O:24])=[CH:17][CH:16]=1>C(OCC)(=O)C>[Br:14][C:15]1[CH:16]=[CH:17][C:18]([C:21]2[NH:7][C:5]3[N:4]([C:8]4[CH:9]=[CH:10][CH:11]=[CH:12][CH:13]=4)[N:3]=[C:2]([CH3:1])[C:6]=3[C:23](=[O:24])[CH:22]=2)=[CH:19][CH:20]=1. Reported procedure: Into a 250 mL round-bottom flask, was placed a solution of 3-methyl-1-phenyl-1H-pyrazol-5-amine (20 g, 115.61 mmol, 1.00 equiv) in polyphosphoric acid (100 mL), ethyl 3-(4-bromophenyl)-3-oxopropanoate (31.21 g, 115.59 mmol, 1.00 equiv). The resulting solution was stirred overnight at 130° C. in an oil bath, then cooled to room temperature. The resulting solution was diluted with ice water:ethyl acetate (500 mL/500 mL). The resulting solution was extracted with ethyl acetate (5×500 mL), the organ...